The task is: describe an organic reaction: reactants, conditions, products, and yield. This data is from the Open Reaction Database (ORD), a public repository of structured organic reaction records. The reactants are C(C1=CC=CC=C1)=NC1=CC=CC=C1 (N-benzylidene aniline), NCCC[Si](OC)(OC)OC (gamma-aminopropyltrimethoxysilane), [SiH4] (Silane). Run in C=1(C(=CC=CC1)C)C (xylene). Reaction conditions: temperature 90 celsius. Product: C1(=CC=CC=C1)C=NCCC[Si](OC)(OC)OC (N-(phenylmethylene)-3-(trimethoxysilyl)-1-propanamine). Reaction SMILES: [CH:1](=[N:8][C:9]1C=CC=[CH:11][CH:10]=1)[C:2]1[CH:7]=[CH:6][CH:5]=[CH:4][CH:3]=1.NCCC[Si:19]([O:24][CH3:25])([O:22][CH3:23])[O:20][CH3:21].[SiH4]>C1(C)C(C)=CC=CC=1>[C:2]1([CH:1]=[N:8][CH2:9][CH2:10][CH2:11][Si:19]([O:24][CH3:25])([O:22][CH3:23])[O:20][CH3:21])[CH:7]=[CH:6][CH:5]=[CH:4][CH:3]=1. Procedure: 25 grams (0.138 moles) of N-benzylidene aniline [cas no. 538-51-2, from TCI America] was combined with 24.7 grams (0.138 moles) of gamma-aminopropyltrimethoxysilane [cas no. 13822-56-5, Silquest A-1110 Silane from Crompton Corporation] and 100 grams of xylene. The resulting slurry was warmed to 90° C. for one hour before a vacuum of 20 mm Hg was applied. Distillation of the xylene and aniline resulted in 36 grams (98%) of N-benzylidene aminopropyltrimethoxysilane [cas no. 67674-55-9] by GC analy... Starting materials: O=C([O-])O, COc1c(C)c(C)c(OC)c(CC2OC2(C)CO)c1C, C[Si](C)(C)Cl, [Na+], c1ccncc1. Yields the product COc1c(C)c(C)c(OC)c(CCC(C)(O)CO)c1C. As a reaction SMILES: [C:26](=[O:27])([OH:28])[O-:29].[CH3:1][O:2][c:3]1[c:4]([CH2:14][CH:15]2[C:16]([CH2:17][OH:18])([CH3:19])[O:20]2)[c:5]([CH3:13])[c:6]([O:11][CH3:12])[c:7]([CH3:10])[c:8]1[CH3:9].[CH3:21][Si:22]([CH3:23])([CH3:24])[Cl:25].[Na+:30].[cH:31]1[cH:32][cH:33][n:34][cH:35][cH:36]1>>[CH3:1][O:2][c:3]1[c:4]([CH2:14][CH2:15][C:16]([CH2:17][OH:18])([CH3:19])[OH:20])[c:5]([CH3:13])[c:6]([O:11][CH3:12])[c:7]([CH3:10])[c:8]1[CH3:9]. The reactants are C(C(=O)C)(=O)O (Pyruvic acid), ClC=1C=C(C(=NC1)N)I (5-chloro-3-iodopyridin-2-ylamine), C1CN2CCN1CC2 (DABCO). The reagents and catalysts are C(C)(=O)[O-].[Pd+2].C(C)(=O)[O-] (palladium acetate). The solvent is CN(C)C=O (DMF). Reaction conditions: temperature 110 celsius. The product is ClC=1C=C2C(=NC1)NC(=C2)C(=O)O (5-Chloro-1H-pyrrolo[2,3-b]pyridine-2-carboxylic acid). Reaction SMILES: [C:1]([OH:6])(=[O:5])[C:2]([CH3:4])=O.[Cl:7][C:8]1[CH:9]=[C:10](I)[C:11]([NH2:14])=[N:12][CH:13]=1.C1N2CCN(CC2)C1>CN(C=O)C.C([O-])(=O)C.[Pd+2].C([O-])(=O)C>[Cl:7][C:8]1[CH:9]=[C:10]2[CH:4]=[C:2]([C:1]([OH:6])=[O:5])[NH:14][C:11]2=[N:12][CH:13]=1 |f:4.5.6|. Reported procedure: Pyruvic acid (0.43 ml, 6.24 mmol) was added to a solution of 5-chloro-3-iodopyridin-2-ylamine (Preparation 56, 500 mg, 2.08 mmol), palladium acetate (23 mg, 0.10 mmol) and DABCO (700 mg, 6.24 mmol) in anhydrous DMF (20 ml). The reaction mixture was degassed with argon for 20 min, then heated to 110° C. for 16 h. The solvent was removed in vacuo and the residue suspended in water (10 ml) and acetic acid (5 ml) and then filtered. The solid was dissolved in EtOAc (50 ml), extracted into 2N NaOH sol... Reactants: BrC1=CC=C(C=C1)C1=C(C(=NO1)C)C=O (5-(4-bromo-phenyl)-3-methyl-isoxazole-4-carbaldehyde), NCC1CC1 ((aminomethyl)cyclopropane). Yields the product BrC1=CC=C(C=C1)C1=C(C(=NO1)C)CNCC1CC1 ([5-(4-Bromo-phenyl)-3-methyl-isoxazol-4-ylmethyl]-cyclopropylmethyl-amine). Reaction SMILES: [Br:1][C:2]1[CH:7]=[CH:6][C:5]([C:8]2[O:12][N:11]=[C:10]([CH3:13])[C:9]=2[CH:14]=O)=[CH:4][CH:3]=1.[NH2:16][CH2:17][CH:18]1[CH2:20][CH2:19]1>>[Br:1][C:2]1[CH:7]=[CH:6][C:5]([C:8]2[O:12][N:11]=[C:10]([CH3:13])[C:9]=2[CH2:14][NH:16][CH2:17][CH:18]2[CH2:20][CH2:19]2)=[CH:4][CH:3]=1. Procedure: Prepared according to the procedure described in Example 24, Step 1, using 5-(4-bromo-phenyl)-3-methyl-isoxazole-4-carbaldehyde and (aminomethyl)cyclopropane. Reactants: IC1=CC(=C(OCCO)C=C1)C (2-(4-iodo-2-methylphenoxy)ethanol), C[Si](C)(C)C#C (trimethylsilylacetylene), tetrakis(triphenylphosphane)palladium, N1CCCCC1 (piperidine), CCOC(=O)C (EtOAc). The reagents and catalysts are [Cu]I (CuI). Run in C1CCOC1 (THF), O (water). Product: CC1=C(OCCO)C=CC(=C1)C#C[Si](C)(C)C (2-(2-methyl-4-trimethylsilanylethynylphenoxy)ethanol). RXN SMILES: I[C:2]1[CH:11]=[CH:10][C:5]([O:6][CH2:7][CH2:8][OH:9])=[C:4]([CH3:12])[CH:3]=1.[CH3:13][Si:14]([C:17]#[CH:18])([CH3:16])[CH3:15].N1CCCCC1.CCOC(C)=O>C1COCC1.O.[Cu]I>[CH3:12][C:4]1[CH:3]=[C:2]([C:18]#[C:17][Si:14]([CH3:16])([CH3:15])[CH3:13])[CH:11]=[CH:10][C:5]=1[O:6][CH2:7][CH2:8][OH:9]. Procedure details: 31 mg (0.160 mmol) of CuI was added under argon to a degassed solution of 2:225 g (8.000 mmol) of 2-(4-iodo-2-methylphenoxy)ethanol, 1.22 mL (8.80 mmol) of trimethylsilylacetylene, 185 mg (0.160 mmol) of tetrakis(triphenylphosphane)palladium, and 2.38 mL (24.00 mmol) of piperidine in 50 mL of THF and the mixture was stirred for 1 hour at RT. The reaction mixture was diluted with water and the aqueous phase was exhaustively extracted with EtOAc. The combined organic phases were washed with satura... The reactants are Br.BrCCCN (3-bromo-1-propanamine hydrobromide), FC1=CC=C(C=C1)CN1C(=NC2=C1C=CC=C2)NC2CCN(CC2)CCN=C=S (1-[(4-fluorophenyl)methyl]-N-[1-(2-isothiocyanatoethyl)-4-piperidinyl]-1H-benzimidazol-2-amine), C([O-])([O-])=O.[Na+].[Na+] (sodium carbonate). The solvent is O1CCCC1 (tetrahydrofuran). Run at time 8 hour. Product: O.N1C(=NC2=C1C=CC=C2)N (1H-benzimidazol-2-amine monohydrate). RXN SMILES: Br.BrCCCN.FC1C=CC(C[N:15]2[C:19]3[CH:20]=[CH:21][CH:22]=[CH:23][C:18]=3[N:17]=[C:16]2[NH:24]C2CCN(CCN=C=S)CC2)=CC=1.C(=O)([O-])[O-:37].[Na+].[Na+]>O1CCCC1>[OH2:37].[NH:15]1[C:19]2[CH:20]=[CH:21][CH:22]=[CH:23][C:18]=2[N:17]=[C:16]1[NH2:24] |f:0.1,3.4.5,7.8|. Reported procedure: A mixture of 2.2 parts of 3-bromo-1-propanamine hydrobromide, 4.1 parts of 1-[(4-fluorophenyl)methyl]-N-[1-(2-isothiocyanatoethyl)-4-piperidinyl]-1H-benzimidazol-2-amine, 2.2 parts of sodium carbonate and 135 parts of tetrahydrofuran was stirred overnight at room temperature. The reaction mixture was further stirred and refluxed for 3 hours. The mixture was filtered and the filtrate was evaporated. The residue was purified by column-chromatography over silica gel using a mixture of trichlorometh... Reactants: ClC=1C2=C(N=CN1)NC=C2 (4-chloro-7H-pyrrolo[2,3-d]-pyrimidine), C([O-])([O-])=O.[Cs+].[Cs+] (caesium carbonate), COCCO (2-methoxy-ethanol). The product is COCCOC=1C2=C(N=CN1)NC=C2 (4-(2-methoxyethoxy)-7H-pyrrolo[2,3-d]pyrimidine). Reaction SMILES: Cl[C:2]1[C:3]2[CH:10]=[CH:9][NH:8][C:4]=2[N:5]=[CH:6][N:7]=1.C(=O)([O-])[O-].[Cs+].[Cs+].[CH3:17][O:18][CH2:19][CH2:20][OH:21]>>[CH3:17][O:18][CH2:19][CH2:20][O:21][C:2]1[C:3]2[CH:10]=[CH:9][NH:8][C:4]=2[N:5]=[CH:6][N:7]=1 |f:1.2.3|. Procedure: 1.1 A suspension of 1.00 g (6.32 mmol) of 4-chloro-7H-pyrrolo[2,3-d]-pyrimidine and 5.20 g (15.8 mmol) of caesium carbonate in 30 ml of 2-methoxy-ethanol is heated under reflux for 24 hours. The reaction mixture is adsorbed onto kieselguhr and chromatographed on a silica-gel column with dichloromethane/methanol/aqueous ammonia (100:1:1) as eluent, giving 4-(2-methoxyethoxy)-7H-pyrrolo[2,3-d]pyrimidine as colourless crystals; m.p. 137-139° C.;